From a dataset of the Open Reaction Database (ORD), a public repository of structured organic reaction records. describe an organic reaction: reactants, conditions, products, and yield Starting materials: Cl.C1(CC1)COC1=C(C=C(C=C1)C(C)C)C=1C2=C(N=CN1)C(=C(N2)C)C(=O)NC2CCNCC2 (4-[2-(cyclopropylmethoxy)-5-(propan-2-yl)phenyl]-6-methyl-N-(piperidin-4-yl)-5H-pyrrolo[3,2-d]pyrimidine-7-carboxamide hydrochloride), C(C)(=O)O[C@H](C(=O)Cl)C ((2S)-1-chloro-1-oxopropan-2-yl acetate). Yields the product C1(CC1)COC1=C(C=C(C=C1)C(C)C)C=1C2=C(N=CN1)C(=C(N2)C)C(=O)NC2CCN(CC2)C([C@H](C)O)=O (4-[2-(Cyclopropylmethoxy)-5-(propan-2-yl)phenyl]-N-{1-[(2S)-2-hydroxypropanoyl]piperidin-4-yl}-6-methyl-5H-pyrrolo[3,2-d]pyrimidine-7-carboxamide). As a reaction SMILES: Cl.[CH:2]1([CH2:5][O:6][C:7]2[CH:12]=[CH:11][C:10]([CH:13]([CH3:15])[CH3:14])=[CH:9][C:8]=2[C:16]2[C:17]3[NH:24][C:23]([CH3:25])=[C:22]([C:26]([NH:28][CH:29]4[CH2:34][CH2:33][NH:32][CH2:31][CH2:30]4)=[O:27])[C:18]=3[N:19]=[CH:20][N:21]=2)[CH2:4][CH2:3]1.C([O:38][C@@H:39]([CH3:43])[C:40](Cl)=[O:41])(=O)C>>[CH:2]1([CH2:5][O:6][C:7]2[CH:12]=[CH:11][C:10]([CH:13]([CH3:15])[CH3:14])=[CH:9][C:8]=2[C:16]2[C:17]3[NH:24][C:23]([CH3:25])=[C:22]([C:26]([NH:28][CH:29]4[CH2:30][CH2:31][N:32]([C:40](=[O:41])[C@@H:39]([OH:38])[CH3:43])[CH2:33][CH2:34]4)=[O:27])[C:18]=3[N:19]=[CH:20][N:21]=2)[CH2:4][CH2:3]1 |f:0.1|. Procedure details: Starting from 4-[2-(cyclopropylmethoxy)-5-(propan-2-yl)phenyl]-6-methyl-N-(piperidin-4-yl)-5H-pyrrolo[3,2-d]pyrimidine-7-carboxamide hydrochloride (example D.f52) and commercially available (2S)-1-chloro-1-oxopropan-2-yl acetate the title compound is obtained as colorless solid. Reactants: cuprous chloride, [C-]#N.[Na+] (sodium cyanide), Cl (hydrochloric acid), BrC1=C(C(=O)O)C(=C(C(=C1C(=O)O)Br)N)Br (2,4,6-Tribromo-5-amino-isophthalic acid), N(=O)[O-].[Na+] (Sodium nitrite). Reagents/catalysts: [Cu] (copper). Run in O (water), S(O)(O)(=O)=O (sulfuric acid), O (water). Reaction conditions: time 2 hour. Yields the product BrC1=C(C(=O)O)C(=C(C(=C1C(=O)O)Br)C#N)Br (2,4,6-tribromo-5-cyanoisophthalic acid). Yield: 54.7%. RXN SMILES: [Br:1][C:2]1[C:10]([C:11]([OH:13])=[O:12])=[C:9]([Br:14])[C:8](N)=[C:7]([Br:16])[C:3]=1[C:4]([OH:6])=[O:5].N([O-])=O.[Na+].[C-:21]#[N:22].[Na+].Cl>S(=O)(=O)(O)O.O.[Cu]>[Br:1][C:2]1[C:10]([C:11]([OH:13])=[O:12])=[C:9]([Br:14])[C:8]([C:21]#[N:22])=[C:7]([Br:16])[C:3]=1[C:4]([OH:6])=[O:5] |f:1.2,3.4|. Reported procedure: 2,4,6-Tribromo-5-amino-isophthalic acid (232 g; 0.555 mole) is dissolved in concentrated sulfuric acid (500 ml) and the solution is then cooled by means of an ice-bath to a temperature between 0° and 5° C. Sodium nitrite (77 g; 1.11 mole) is then added portionwise over 1 hour while maintaining the temperature at 0°-5° C., and the mixture is stirred for a further 2 hours at that temperature. The mixture is then slowly poured over ice, with stirring, and the excess sodium nitrite is destroyed with...